Dataset: the Open Reaction Database (ORD), a public repository of structured organic reaction records. Task: describe an organic reaction: reactants, conditions, products, and yield The reactants are CCOC(C)=O, CN(C)P(=O)(N(C)C)N(C)C, Cl, [Cu], CCOC(=O)C1=CC(CF)(CF)Oc2ccc(I)cc21, FC(F)(F)C(F)(F)C(F)(F)C(F)(F)I, [I-]. The product is CCOC(=O)C1=CC(CF)(CF)Oc2ccc(C(F)(F)C(F)(F)C(F)(F)C(F)(F)F)cc21. RXN SMILES: [CH3:38][CH2:39][O:40][C:41](=[O:42])[CH3:43].[CH3:44][N:45]([CH3:46])[P:47](=[O:48])([N:49]([CH3:50])[CH3:51])[N:52]([CH3:53])[CH3:54].[ClH:36].[Cu:37].[F:1][CH2:2][C:3]1([CH2:19][F:20])[O:4][c:5]2[c:6]([cH:14][c:15]([I:18])[cH:16][cH:17]2)[C:7]([C:9](=[O:10])[O:11][CH2:12][CH3:13])=[CH:8]1.[F:21][C:22]([C:23]([C:24]([F:25])([F:26])[I:27])([F:28])[F:29])([C:30]([F:31])([F:32])[F:33])[F:34].[I-:35]>>[F:1][CH2:2][C:3]1([CH2:19][F:20])[O:4][c:5]2[c:6]([cH:14][c:15]([C:24]([C:23]([C:22]([F:21])([C:30]([F:31])([F:32])[F:33])[F:34])([F:28])[F:29])([F:25])[F:26])[cH:16][cH:17]2)[C:7]([C:9](=[O:10])[O:11][CH2:12][CH3:13])=[CH:8]1. Reactants: FC(C(=O)NC1=NC(=CC=C1)CN1C=C(C(C2=CC=CC=C12)=O)C(C1=CC(=C(C=C1)OC)C)=O)(F)F (2,2,2-Trifluoro-N-{6-[3-(4-methoxy-3-methyl-benzoyl)-4-oxo-4H-quinolin-1-ylmethyl]-pyridin-2-yl}-acetamide), C(C)NCC (diethylamine). Run in CO (methanol). Yields the product NC1=CC=CC(=N1)CN1C=C(C(C2=CC=CC=C12)=O)C(C1=CC(=C(C=C1)OC)C)=O (1-(6-Amino-pyridin-2-ylmethyl)-3-(4-methoxy-3-methyl-benzoyl)-1H-quinolin-4-one). Yield: 18.9%. As a reaction SMILES: FC(F)(F)C([NH:5][C:6]1[CH:11]=[CH:10][CH:9]=[C:8]([CH2:12][N:13]2[C:22]3[C:17](=[CH:18][CH:19]=[CH:20][CH:21]=3)[C:16](=[O:23])[C:15]([C:24](=[O:34])[C:25]3[CH:30]=[CH:29][C:28]([O:31][CH3:32])=[C:27]([CH3:33])[CH:26]=3)=[CH:14]2)[N:7]=1)=O.C(NCC)C>CO>[NH2:5][C:6]1[N:7]=[C:8]([CH2:12][N:13]2[C:22]3[C:17](=[CH:18][CH:19]=[CH:20][CH:21]=3)[C:16](=[O:23])[C:15]([C:24](=[O:34])[C:25]3[CH:30]=[CH:29][C:28]([O:31][CH3:32])=[C:27]([CH3:33])[CH:26]=3)=[CH:14]2)[CH:9]=[CH:10][CH:11]=1. Procedure details: A solution of 212 mg (0.43 mmol) 2,2,2-Trifluoro-N-{6-[3-(4-methoxy-3-methyl-benzoyl)-4-oxo-4H-quinolin-1-ylmethyl]-pyridin-2-yl}-acetamide, excess diethylamine and 5 mL of methanol were heated at 45° C. overnight. The solid was collected by filtration and purified by reverse phase HPLC with a C18 column, gradient of 20-70% acetonitrile—0.1% TFA to yield 32.4 mg of 1-(6-Amino-pyridin-2-ylmethyl)-3-(4-methoxy-3-methyl-benzoyl)-1H-quinolin-4-one. LC-MSD, m/z for C24H21N3O3 [M+H]: 400.16 LC retenti... The reactants are [N-]=[N+]=NCC1CN(c2ccc(C3=CCN(Cc4ccccc4)CC3)c(F)c2)C(=O)O1, NCC1CN(c2cc(F)c(C3=CCN(Cc4ccccc4)CC3)c(F)c2)C(=O)O1. Product: NCC1CN(c2ccc(C3=CCN(Cc4ccccc4)CC3)c(F)c2)C(=O)O1. RXN SMILES: [N:30]([CH2:31][CH:32]1[O:33][C:34](=[O:35])[N:36]([c:37]2[cH:38][cH:39][c:40]([C:41]3=[CH:53][CH2:52][N:44]([CH2:45][c:46]4[cH:47][cH:48][cH:49][cH:50][cH:51]4)[CH2:43][CH2:42]3)[c:54]([F:55])[cH:56]2)[CH2:57]1)=[N+:58]=[N-:59].[NH2:1][CH2:2][CH:3]1[CH2:4][N:5]([c:9]2[cH:10][c:11]([F:29])[c:12]([C:16]3=[CH:21][CH2:20][N:19]([CH2:22][c:23]4[cH:24][cH:25][cH:26][cH:27][cH:28]4)[CH2:18][CH2:17]3)[c:13]([F:15])[cH:14]2)[C:6](=[O:8])[O:7]1>>[NH2:1][CH2:2][CH:3]1[CH2:4][N:5]([c:9]2[cH:10][c:11]([F:29])[c:12]([C:16]3=[CH:21][CH2:20][N:19]([CH2:22][c:23]4[cH:24][cH:25][cH:26][cH:27][cH:28]4)[CH2:18][CH2:17]3)[cH:13][cH:14]2)[C:6](=[O:8])[O:7]1. Reactants: CCCCc1c(C)cc(C)cc1OC, CC(=O)[O-], CN(C)C=O, [Na+], O, O=P(Cl)(Cl)Cl. Yields the product CCCCc1c(OC)cc(C)c(C=O)c1C. As a reaction SMILES: [CH2:11]([CH2:12][CH2:13][CH3:14])[c:15]1[c:16]([O:23][CH3:24])[cH:17][c:18]([CH3:22])[cH:19][c:20]1[CH3:21].[CH3:26][C:27](=[O:28])[O-:29].[CH3:6][N:7]([CH:8]=[O:9])[CH3:10].[Na+:25].[OH2:30].[P:1]([Cl:2])([Cl:3])([Cl:4])=[O:5]>>[CH:8](=[O:9])[c:19]1[c:18]([CH3:22])[cH:17][c:16]([O:23][CH3:24])[c:15]([CH2:11][CH2:12][CH2:13][CH3:14])[c:20]1[CH3:21]. The reactants are ClC1=C2NC(=NC2=NC=N1)C1=C(C=CC(=C1)SC)OC (6-chloro-8-(2-methoxy-5-methylmercapto-phenyl)-purine), [OH-].[K+] (potassium hydroxide). Reaction SMILES: Cl[C:2]1[N:10]=[CH:9][N:8]=[C:7]2[C:3]=1[NH:4][C:5]([C:11]1[CH:16]=[C:15]([S:17][CH3:18])[CH:14]=[CH:13][C:12]=1[O:19][CH3:20])=[N:6]2.[OH-:21].[K+]>>[CH3:20][O:19][C:12]1[CH:13]=[CH:14][C:15]([S:17][CH3:18])=[CH:16][C:11]=1[C:5]1[N:4]=[C:3]2[C:7](=[N:8][CH:9]=[N:10][C:2]2=[O:21])[N:6]=1 |f:1.2|. Product: COC1=C(C=C(C=C1)SC)C1=NC2=NC=NC(C2=N1)=O (8-(2-Methoxy-5-methylmercapto-phenyl)-purin-6-one). Procedure details: Prepared analogously to Example 16 from 6-chloro-8-(2-methoxy-5-methylmercapto-phenyl)-purine by reaction with 20% potassium hydroxide solution. Reactants: COCCN1CCC(NC(=O)OC(C)(C)C)CC1, O=C(O)C(F)(F)F. The product is COCCN1CCC(N)CC1. Reaction SMILES: [CH3:1][O:2][CH2:3][CH2:4][N:5]1[CH2:6][CH2:7][CH:8]([NH:11][C:12](=[O:13])[O:14][C:15]([CH3:16])([CH3:17])[CH3:18])[CH2:9][CH2:10]1.[F:19][C:20]([F:21])([F:22])[C:23]([OH:24])=[O:25]>>[CH3:1][O:2][CH2:3][CH2:4][N:5]1[CH2:6][CH2:7][CH:8]([NH2:11])[CH2:9][CH2:10]1. The reactants are C1(=CC=CC=C1)N1C(CC=2C1=NC=CC2)=O (1-phenyl-1,3-dihydro-pyrrolo[2,3-b]pyridin-2-one), N1=CC=CC=C1 (pyridine), ice acetone, CN(C=O)C (dimethylformamide), P(=O)(Cl)(Cl)Cl (phosphorus oxychloride). Solvent: ClCCl (dichloromethane), ClCCl (dichloromethane). Conditions: time 30 minute. The product is ClC1=C(C=2C(=NC=CC2)N1C1=CC=CC=C1)C=O (2-chloro-1-phenyl-1H-pyrrolo[2,3-b]pyridine-3-carbaldehyde). Yield: 53.0%. RXN SMILES: CN(C)[CH:3]=[O:4].P(Cl)(Cl)([Cl:8])=O.[C:11]1([N:17]2[C:21]3=[N:22][CH:23]=[CH:24][CH:25]=[C:20]3[CH2:19][C:18]2=O)[CH:16]=[CH:15][CH:14]=[CH:13][CH:12]=1.N1C=CC=CC=1>ClCCl>[Cl:8][C:18]1[N:17]([C:11]2[CH:16]=[CH:15][CH:14]=[CH:13][CH:12]=2)[C:21]2=[N:22][CH:23]=[CH:24][CH:25]=[C:20]2[C:19]=1[CH:3]=[O:4]. Reported procedure: An ice-acetone cooled solution of anhydrous dimethylformamide (0.71 mL, 9.17 mmol) and anhydrous dichloromethane (1 mL) under a N2 atmosphere is treated drop-wise with phosphorus oxychloride (0.69 mL, 7.42 mmol). The resulting yellowish mixture is continued to stir for 30 mins to give an opaque gel. Crude 1-phenyl-1,3-dihydro-pyrrolo[2,3-b]pyridin-2-one is added portion wise as a solid over 10 minutes to form a red mixture. Further dichloromethane (1 mL) is added followed by pyridine (0.45 mL, 5... Reactants: C(=O)(OCC)CCCCCN1C(C(CCC1)NCC1=C(C=CC=C1)OC)C1=CC=CC=C1 ((2RS, 3RS)1-(5-carboethoxypent-1-yl)-3-(2-methoxybenzyl)amino-2-phenylpiperidine), C1CCOC1 (THF), [H-].[Al+3].[Li+].[H-].[H-].[H-] (lithium aluminum hydride). As a reaction SMILES: [C:1]([CH2:6][CH2:7][CH2:8][CH2:9][CH2:10][N:11]1[CH2:16][CH2:15][CH2:14][CH:13]([NH:17][CH2:18][C:19]2[CH:24]=[CH:23][CH:22]=[CH:21][C:20]=2[O:25][CH3:26])[CH:12]1[C:27]1[CH:32]=[CH:31][CH:30]=[CH:29][CH:28]=1)(OCC)=[O:2].C1COCC1.[H-].[Al+3].[Li+].[H-].[H-].[H-]>CCOCC>[OH:2][CH2:1][CH2:6][CH2:7][CH2:8][CH2:9][CH2:10][N:11]1[CH2:16][CH2:15][CH2:14][CH:13]([NH:17][CH2:18][C:19]2[CH:24]=[CH:23][CH:22]=[CH:21][C:20]=2[O:25][CH3:26])[CH:12]1[C:27]1[CH:32]=[CH:31][CH:30]=[CH:29][CH:28]=1 |f:2.3.4.5.6.7|. The solvent is CCOCC (ether). The product is OCCCCCCN1C(C(CCC1)NCC1=C(C=CC=C1)OC)C1=CC=CC=C1 ((2RS,3RS)-1-(6-Hydroxyhex-1-yl)-3-(2-methoxybenzyl)amino-2 -phenylpiperidine). Isolated yield 56.2%. Reported procedure: Under a nitrogen atmosphere in a round-bottom flask were placed 95 mg (0.22 mmol) of the title compound of Example 97 and 1 ml of THF. The system was cooled in an ice/acetone bath, 0.44 ml (0.44 mmol) of 1M lithium aluminum hydride in ether was added to the system and the mixture was stirred fro 10 minutes. The cold bath was removed, the mixture was stirred at room temperature for 20 minutes and the cold bath was replaced. The the system was added cautiously ca. 0.4 ml of 2M aqueous sodium hydro... Reaction conditions: time 10 minute.